Dataset: the Open Reaction Database (ORD), a public repository of structured organic reaction records. Task: describe an organic reaction: reactants, conditions, products, and yield The reactants are CSC1=CC=C(C=C1)CC=1C(NNC1C(F)(F)F)=O (1,2-dihydro-4-[(4-methylthiophenyl)-methyl]-5-trifluoromethyl-3H-pyrazol-3-one), CC(=O)OC[C@@H]1[C@H]([C@@H]([C@H]([C@H](O1)Br)OC(=O)C)OC(=O)C)OC(=O)C (acetobromo-α-D-glucose), C([O-])([O-])=O.[K+].[K+] (potassium carbonate), O (Water). The solvent is C(C)#N (acetonitrile). Conditions: time 8 hour. The product is CSC1=CC=C(C=C1)CC=1C(=NNC1C(F)(F)F)O[C@H]1[C@H](OC(C)=O)[C@@H](OC(C)=O)[C@H](OC(C)=O)[C@H](O1)COC(C)=O (4-[(4-methylthiophenyl)methyl]-3-(2,3,4,6-tetra-O-acetyl-β-D-glucopyranosyloxy)-5-trifluoromethyl-1H-pyrazole). Isolated yield 46.6%. Reaction SMILES: [CH3:1][S:2][C:3]1[CH:8]=[CH:7][C:6]([CH2:9][C:10]2[C:11](=[O:19])[NH:12][NH:13][C:14]=2[C:15]([F:18])([F:17])[F:16])=[CH:5][CH:4]=1.[CH3:20][C:21]([O:23][CH2:24][C@H:25]1[O:30][C@H:29](Br)[C@H:28]([O:32][C:33]([CH3:35])=[O:34])[C@@H:27]([O:36][C:37]([CH3:39])=[O:38])[C@@H:26]1[O:40][C:41]([CH3:43])=[O:42])=[O:22].C(=O)([O-])[O-].[K+].[K+].O>C(#N)C>[CH3:1][S:2][C:3]1[CH:8]=[CH:7][C:6]([CH2:9][C:10]2[C:11]([O:19][C@@H:29]3[O:30][C@H:25]([CH2:24][O:23][C:21](=[O:22])[CH3:20])[C@@H:26]([O:40][C:41](=[O:42])[CH3:43])[C@H:27]([O:36][C:37](=[O:38])[CH3:39])[C@H:28]3[O:32][C:33](=[O:34])[CH3:35])=[N:12][NH:13][C:14]=2[C:15]([F:18])([F:17])[F:16])=[CH:5][CH:4]=1 |f:2.3.4|. Reported procedure: To a solution of 1,2-dihydro-4-[(4-methylthiophenyl)-methyl]-5-trifluoromethyl-3H-pyrazol-3-one (2.0 g) in acetonitrile (100 mL) were added acetobromo-α-D-glucose (3.1 g) and potassium carbonate (1.1 g), and the mixture was stirred at room temperature overnight. Water was added to the reaction mixture, and the resulting mixture was extracted with ethyl acetate. The organic layer was washed with a saturated aqueous sodium hydrogen carbonate solution and brine and dried over anhydrous magnesium su... The reactants are CC(C)=O, NCc1cccnc1Nc1cccc(I)c1, C1CCOC1. The product is O=C1NCc2cccnc2N1c1cccc(I)c1. Reaction SMILES: [CH3:22][C:23](=[O:24])[CH3:25].[I:1][c:2]1[cH:3][c:4]([NH:5][c:6]2[n:7][cH:8][cH:9][cH:10][c:11]2[CH2:12][NH2:13])[cH:14][cH:15][cH:16]1.[O:17]1[CH2:18][CH2:21][CH2:20][CH2:19]1>>[I:1][c:2]1[cH:3][c:4]([N:5]2[c:6]3[n:7][cH:8][cH:9][cH:10][c:11]3[CH2:12][NH:13][C:18]2=[O:17])[cH:14][cH:15][cH:16]1. The reactants are C(C)(C)(C)NC(=O)C1=CN(C2=NC=C(N=C21)C2=NN(C1=CC=C(C=C21)OC(F)F)CCCN(C(C)=O)C)COCC[Si](C)(C)C (N-tert-butyl-2-(5-(difluoromethoxy)-1-(3-(N-methylacetamido)propyl)-1H-indazol-3-yl)-5-((2-(trimethylsilyl)ethoxy)methyl)-5H-pyrrolo[2,3-b]pyrazine-7-carboxamide), FC(C(=O)O)(F)F (trifluoroacetic acid). Run in ClCCl (dichloromethane). Yields the product C(C)(C)(C)NC(=O)C1=CNC2=NC=C(N=C21)C2=NN(C1=CC=C(C=C21)OC(F)F)CCCN(C)C(C)=O (2-{1-[3-(acetyl-methyl-amino)-propyl]-5-difluoromethoxy-1H-indazol-3-yl}-5H-pyrrolo[2,3-b]pyrazine-7-carboxylic acid tert-butylamide). Yield: 55.6%. As a reaction SMILES: [C:1]([NH:5][C:6]([C:8]1[C:16]2[C:11](=[N:12][CH:13]=[C:14]([C:17]3[C:25]4[C:20](=[CH:21][CH:22]=[C:23]([O:26][CH:27]([F:29])[F:28])[CH:24]=4)[N:19]([CH2:30][CH2:31][CH2:32][N:33]([CH3:37])[C:34](=[O:36])[CH3:35])[N:18]=3)[N:15]=2)[N:10](COCC[Si](C)(C)C)[CH:9]=1)=[O:7])([CH3:4])([CH3:3])[CH3:2].FC(F)(F)C(O)=O>ClCCl>[C:1]([NH:5][C:6]([C:8]1[C:16]2[C:11](=[N:12][CH:13]=[C:14]([C:17]3[C:25]4[C:20](=[CH:21][CH:22]=[C:23]([O:26][CH:27]([F:28])[F:29])[CH:24]=4)[N:19]([CH2:30][CH2:31][CH2:32][N:33]([C:34](=[O:36])[CH3:35])[CH3:37])[N:18]=3)[N:15]=2)[NH:10][CH:9]=1)=[O:7])([CH3:4])([CH3:2])[CH3:3]. Procedure: To a stirred solution of N-tert-butyl-2-(5-(difluoromethoxy)-1-(3-(N-methylacetamido)propyl)-1H-indazol-3-yl)-5-((2-(trimethylsilyl)ethoxy)methyl)-5H-pyrrolo[2,3-b]pyrazine-7-carboxamide (72 mg, 112 μmol) in dichloromethane (2 mL) was added trifluoroacetic acid (1 mL). After 15 h the mixture was concentrated in vacuo then 25 mL of a Jan. 10, 1960 mixture of ammonium hydroxide/methanol/dichloromethane was added. After 1 h the mixture was concentrated in vacuo. Purification by chromatography (sili... Starting materials: NCCCN(CC1=CC=CC=C1)C1=NC=CC=C1 (2-[N-(3-aminopropyl)-N-benzylamino]pyridine), [N+](=O)([O-])NC1=NC=C(C(N1)=O)CC=1C=NC(=C(C1)C)C (2-nitroamino-5-(5,6-dimethylpyrid-3-ylmethyl)pyrimid-4-one). Solvent: N1=CC=CC=C1 (pyridine). The product is C(C1=CC=CC=C1)N(C1=NC=CC=C1)CCCNC1=NC=C(C(N1)=O)CC=1C=NC(=C(C1)C)C (2-[3-(N-benzyl-N-pyrid-2-ylamino)propylamino]-5-(5,6-dimethylpyrid-3-ylmethyl)pyrimid-4-one). RXN SMILES: [NH2:1][CH2:2][CH2:3][CH2:4][N:5]([C:13]1[CH:18]=[CH:17][CH:16]=[CH:15][N:14]=1)[CH2:6][C:7]1[CH:12]=[CH:11][CH:10]=[CH:9][CH:8]=1.[N+](N[C:23]1[NH:28][C:27](=[O:29])[C:26]([CH2:30][C:31]2[CH:32]=[N:33][C:34]([CH3:38])=[C:35]([CH3:37])[CH:36]=2)=[CH:25][N:24]=1)([O-])=O>N1C=CC=CC=1>[CH2:6]([N:5]([CH2:4][CH2:3][CH2:2][NH:1][C:23]1[NH:28][C:27](=[O:29])[C:26]([CH2:30][C:31]2[CH:32]=[N:33][C:34]([CH3:38])=[C:35]([CH3:37])[CH:36]=2)=[CH:25][N:24]=1)[C:13]1[CH:18]=[CH:17][CH:16]=[CH:15][N:14]=1)[C:7]1[CH:12]=[CH:11][CH:10]=[CH:9][CH:8]=1. Procedure: 2-[N-(3-aminopropyl)-N-benzylamino]pyridine (1 g) and 2-nitroamino-5-(5,6-dimethylpyrid-3-ylmethyl)pyrimid-4-one (0.94 g) were heated together under reflux in pyridine (5 ml) for 20 hrs. After stripping the resulting solid was recrystallized from ethanol/water to give 2-[3-(N-benzyl-N-pyrid-2-ylamino)propylamino]-5-(5,6-dimethylpyrid-3-ylmethyl)pyrimid-4-one 0.75 H2O, 0.61 g (38%) m.p. 95°-99° C. Starting materials: CC(C)(C)c1cc(NC(=O)Oc2ccccc2)n(-c2ccccc2)n1, COCCOc1cc2ncnc(Oc3cccc(N)c3)c2cc1OC, CN(C)c1ccncc1, CCN(C(C)C)C(C)C. Yields the product COCCOc1cc2ncnc(Oc3cccc(NC(=O)Nc4cc(C(C)(C)C)nn4-c4ccccc4)c3)c2cc1OC. As a reaction SMILES: [C:1]([CH3:2])([CH3:3])([CH3:4])[c:5]1[n:6][n:7](-[c:20]2[cH:21][cH:22][cH:23][cH:24][cH:25]2)[c:8]([NH:10][C:11]([O:12][c:13]2[cH:14][cH:15][cH:16][cH:17][cH:18]2)=[O:19])[cH:9]1.[CH3:26][O:27][c:28]1[cH:29][c:30]2[c:31]([O:43][c:44]3[cH:45][c:46]([NH2:47])[cH:48][cH:49][cH:50]3)[n:32][cH:33][n:34][c:35]2[cH:36][c:37]1[O:38][CH2:39][CH2:40][O:41][CH3:42].[CH3:60][N:61]([c:62]1[cH:63][cH:64][n:65][cH:66][cH:67]1)[CH3:68].[CH:51]([N:52]([CH:53]([CH3:54])[CH3:55])[CH2:56][CH3:57])([CH3:58])[CH3:59]>>[C:1]([CH3:2])([CH3:3])([CH3:4])[c:5]1[n:6][n:7](-[c:20]2[cH:21][cH:22][cH:23][cH:24][cH:25]2)[c:8]([NH:10][C:11](=[O:19])[NH:47][c:46]2[cH:45][c:44]([O:43][c:31]3[c:30]4[cH:29][c:28]([O:27][CH3:26])[c:37]([O:38][CH2:39][CH2:40][O:41][CH3:42])[cH:36][c:35]4[n:34][cH:33][n:32]3)[cH:50][cH:49][cH:48]2)[cH:9]1. Starting materials: OCC1=CC=C(C=C1)B(O)O (4-(hydroxymethyl) phenylboronic acid), C([O-])([O-])=O.[K+].[K+] (potassium carbonate), C(C)O (ethanol), FC=1C=C(C=CC1I)N1C(OC(C1)CNC(C)=O)=O (N-[3-(3-fluoro-4-iodo-phenyl)-2-oxo-oxazolidin-5-ylmethyl]-acetamide). The reagents and catalysts are C=1C=CC(=CC1)[P](C=2C=CC=CC2)(C=3C=CC=CC3)[Pd]([P](C=4C=CC=CC4)(C=5C=CC=CC5)C=6C=CC=CC6)([P](C=7C=CC=CC7)(C=8C=CC=CC8)C=9C=CC=CC9)[P](C=1C=CC=CC1)(C=1C=CC=CC1)C=1C=CC=CC1 (Tetrakis(triphenylphosphine)palladium). Solvent: O (H2O), C1(=CC=CC=C1)C (toluene), O (H2O). Run at time 10 minute. Product: FC1=C(C=CC(=C1)N1C(OC(C1)CNC(C)=O)=O)C1=CC=C(C=C1)CO (N-[3-(2-Fluoro-4′-hydroxymethyl-biphenyl-4-yl)-2-oxo-oxazolidin-5-ylmethyl]-acetamide). Isolated yield 94.3%. RXN SMILES: [F:1][C:2]1[CH:3]=[C:4]([N:9]2[CH2:13][CH:12]([CH2:14][NH:15][C:16](=[O:18])[CH3:17])[O:11][C:10]2=[O:19])[CH:5]=[CH:6][C:7]=1I.[OH:20][CH2:21][C:22]1[CH:27]=[CH:26][C:25](B(O)O)=[CH:24][CH:23]=1.C(=O)([O-])[O-].[K+].[K+].C(O)C>C1(C)C=CC=CC=1.C1C=CC([P]([Pd]([P](C2C=CC=CC=2)(C2C=CC=CC=2)C2C=CC=CC=2)([P](C2C=CC=CC=2)(C2C=CC=CC=2)C2C=CC=CC=2)[P](C2C=CC=CC=2)(C2C=CC=CC=2)C2C=CC=CC=2)(C2C=CC=CC=2)C2C=CC=CC=2)=CC=1.O>[F:1][C:2]1[CH:3]=[C:4]([N:9]2[CH2:13][CH:12]([CH2:14][NH:15][C:16](=[O:18])[CH3:17])[O:11][C:10]2=[O:19])[CH:5]=[CH:6][C:7]=1[C:25]1[CH:26]=[CH:27][C:22]([CH2:21][OH:20])=[CH:23][CH:24]=1 |f:2.3.4,^1:50,52,71,90|. Procedure details: A suspension of N-[3-(3-fluoro-4-iodo-phenyl)-2-oxo-oxazolidin-5-ylmethyl]-acetamide 50 (14.0 g, 37 mmol) in toluene (120 mL) was treated with 4-(hydroxymethyl) phenylboronic acid (7.87 g, 51.8 mmol, 1.4 equiv), potassium carbonate (K2CO3, 15.32 g, 111 mmol, 3.0 equiv), ethanol (EtOH, 40 mL), and H2O (40 mL) at 25° C., and the resulting mixture was degassed three times under a steady-stream of argon at 25° C. Tetrakis(triphenylphosphine)palladium (Pd(PPh3)4, 2.14 g, 1.85 mmol, 0.05 equiv) was su... Starting materials: S(=O)([O-])[O-].[Na+].[Na+] (sodium sulphite), II (Iodine), CN(C(=O)C1=C(C=CC=C1)S(=O)(=O)Cl)C ((dimethylamino)carbonylbenzenesulfonyl chloride), C1(=CC=CC=C1)P(C1=CC=CC=C1)C1=CC=CC=C1 (triphenylphosphine). The solvent is O1CCOCC1 (1,4-dioxane). Conditions: time 0.5 hour. Product: SC=1C=C(C(=O)N(C)C)C=CC1 (3-Mercapto-N,N-dimethylbenzamide). Reaction SMILES: II.[CH3:3][N:4]([CH3:17])[C:5]([C:7]1[CH:12]=[CH:11][CH:10]=[CH:9][C:8]=1S(Cl)(=O)=O)=[O:6].C1(P(C2C=CC=CC=2)C2C=CC=CC=2)C=CC=CC=1.[S:37]([O-])([O-])=O.[Na+].[Na+]>O1CCOCC1>[SH:37][C:9]1[CH:8]=[C:7]([CH:12]=[CH:11][CH:10]=1)[C:5]([N:4]([CH3:17])[CH3:3])=[O:6] |f:3.4.5|. Procedure: Iodine (1 g) was added to a stirred solution of 3-[(dimethylamino)carbonylbenzenesulfonyl chloride (2 g) (Borthwick et al, J. Med. Chem 2002, 45(1), 1-18) and triphenylphosphine (8.4 g) in 1,4-dioxane at 0° C. The mixture was stirred for 0.5 h at ambient temperature. The mixture was poured into a sodium sulphite solution (50 ml), extracted into ethyl acetate (2×30 ml) and washed with 2N sodium hydroxide solution (2×40 ml). The alkaline extracts were acidified and re-extracted into dichloromethan...